Dataset: the Open Reaction Database (ORD), a public repository of structured organic reaction records. Task: describe an organic reaction: reactants, conditions, products, and yield Yields the product CC(C)(C)OC(=O)NC(CC(=O)O)CN1C(=O)CCC(F)(F)C1=O. Reaction SMILES: [CH2:1]([c:2]1[cH:3][cH:4][cH:5][cH:6][cH:7]1)[O:8][C:9]([CH2:10][CH:11]([CH2:12][N:13]1[C:14](=[O:22])[C:15]([F:20])([F:21])[CH2:16][CH2:17][C:18]1=[O:19])[NH:23][C:24](=[O:25])[O:26][C:27]([CH3:28])([CH3:29])[CH3:30])=[O:31].[CH3:34][OH:35].[H:32][H:33]>>[O:8]=[C:9]([CH2:10][CH:11]([CH2:12][N:13]1[C:14](=[O:22])[C:15]([F:20])([F:21])[CH2:16][CH2:17][C:18]1=[O:19])[NH:23][C:24](=[O:25])[O:26][C:27]([CH3:28])([CH3:29])[CH3:30])[OH:31]. The reactants are CC(C)(C)OC(=O)NC(CC(=O)OCc1ccccc1)CN1C(=O)CCC(F)(F)C1=O, CO, [H][H]. Starting materials: CCOC(=O)C1CNCCc2c1[nH]c1ccccc21, ClCCl, O=C(Cl)c1ccc(F)cc1. Product: CCOC(=O)C1CN(C(=O)c2ccc(F)cc2)CCc2c1[nH]c1ccccc21. RXN SMILES: [CH2:1]1[CH2:2][NH:3][CH2:4][CH:5]([C:15](=[O:16])[O:17][CH2:18][CH3:19])[c:6]2[nH:7][c:8]3[cH:9][cH:10][cH:11][cH:12][c:13]3[c:14]21.[Cl:30][CH2:31][Cl:32].[F:20][c:21]1[cH:22][cH:23][c:24]([C:25](=[O:26])[Cl:27])[cH:28][cH:29]1>>[CH2:1]1[CH2:2][N:3]([C:25]([c:24]2[cH:23][cH:22][c:21]([F:20])[cH:29][cH:28]2)=[O:26])[CH2:4][CH:5]([C:15](=[O:16])[O:17][CH2:18][CH3:19])[c:6]2[nH:7][c:8]3[cH:9][cH:10][cH:11][cH:12][c:13]3[c:14]21. Starting materials: C(=O)C=1C=C(C=CC1)N1CC(CC1=O)C(=O)OC (methyl (3-formylphenyl)-5-oxopyrrolidine-3-carboxylate), NC1=NC=CC=C1 (2-aminopyridine), CC(=O)O (AcOH). Solvent: COC(OC)OC (trimethylorthoformate). Reaction conditions: temperature 0 celsius, time 8 hour. Yields the product O=C1CC(CN1C1=CC(=CC=C1)CNC1=NC=CC=C1)C(=O)OC (methyl 5-oxo-1-{3-((2-pyridylamino)methyl)phenyl}pyrrolidine-3-carboxylate). As a reaction SMILES: [CH:1]([C:3]1[CH:4]=[C:5]([N:9]2[C:13](=[O:14])[CH2:12][CH:11]([C:15]([O:17][CH3:18])=[O:16])[CH2:10]2)[CH:6]=[CH:7][CH:8]=1)=O.[NH2:19][C:20]1[CH:25]=[CH:24][CH:23]=[CH:22][N:21]=1.CC(O)=O>COC(OC)OC>[O:14]=[C:13]1[N:9]([C:5]2[CH:6]=[CH:7][CH:8]=[C:3]([CH2:1][NH:19][C:20]3[CH:25]=[CH:24][CH:23]=[CH:22][N:21]=3)[CH:4]=2)[CH2:10][CH:11]([C:15]([O:17][CH3:18])=[O:16])[CH2:12]1. Procedure: A solution of methyl (3-formylphenyl)-5-oxopyrrolidine-3-carboxylate, 2-aminopyridine, and AcOH in trimethylorthoformate was stirred at room temperature overnight. The reaction mixture was concentrated in vacuo and the residue was re-dissolved in methanol. The solution was then cooled to 0° C. AcOH was added followed by NaBH3CN solid in portions. The reaction was allowed to stirred at room temperature for 8 hours. The reaction solution was then concentrated in vacuo. The residue was dissolved in... The reactants are OCCc1cc2ccc(Br)cc2cn1, O=C([O-])[O-], c1ccc(-c2ccccc2P(C2CCCCC2)C2CCCCC2)cc1, CC(C)O, ClCCl, [Na+], [Na+], O, Cl[Pd]Cl, c1ccc(P(c2ccccc2)c2ccccc2)cc1, c1ccc(P(c2ccccc2)c2ccccc2)cc1, OB(O)c1cccnc1. The product is OCCc1cc2ccc(-c3cccnc3)cc2cn1. Reaction SMILES: [Br:1][c:2]1[cH:3][cH:4][c:5]2[cH:6][c:7]([CH2:12][CH2:13][OH:14])[n:8][cH:9][c:10]2[cH:11]1.[C:49](=[O:50])([O-:51])[O-:52].[CH:24]1([P:25]([CH:26]2[CH2:27][CH2:28][CH2:29][CH2:30][CH2:31]2)[c:32]2[cH:33][cH:34][cH:35][cH:36][c:37]2-[c:38]2[cH:39][cH:40][cH:41][cH:42][cH:43]2)[CH2:44][CH2:45][CH2:46][CH2:47][CH2:48]1.[CH:55]([OH:56])([CH3:57])[CH3:58].[Cl:60][CH2:61][Cl:62].[Na+:53].[Na+:54].[OH2:59].[Pd:63]([Cl:64])[Cl:65].[c:66]1([P:67]([c:68]2[cH:69][cH:70][cH:71][cH:72][cH:73]2)[c:74]2[cH:75][cH:76][cH:77][cH:78][cH:79]2)[cH:80][cH:81][cH:82][cH:83][cH:84]1.[c:85]1([P:86]([c:87]2[cH:88][cH:89][cH:90][cH:91][cH:92]2)[c:93]2[cH:94][cH:95][cH:96][cH:97][cH:98]2)[cH:99][cH:100][cH:101][cH:102][cH:103]1.[n:15]1[cH:16][c:17]([B:21]([OH:22])[OH:23])[cH:18][cH:19][cH:20]1>>[c:2]1(-[c:17]2[cH:16][n:15][cH:20][cH:19][cH:18]2)[cH:3][cH:4][c:5]2[cH:6][c:7]([CH2:12][CH2:13][OH:14])[n:8][cH:9][c:10]2[cH:11]1. Starting materials: ClC1=NC=NC2=CC(=C(C=C12)OC)OCCN1CCCC1 (4-chloro-6-methoxy-7-(2-(pyrrolidin-1-yl)ethoxy)quinazoline), C(#N)C=1C=C2CC(NC2=CC1)=O (5-cyanooxindole), [H-].[Na+] (sodium hydride). The solvent is CN(C)C=O (DMF), CN(C)C=O (DMF). Reaction conditions: time 15 minute. Yields the product Cl.C(#N)C=1C=C2C(C(NC2=CC1)=O)C1=NC=NC2=CC(=C(C=C12)OC)OCCN1CCCC1 (4-(5-cyanooxindol-3-yl)-6-methoxy-7-(2-(pyrrolidin-1-yl)ethoxy)quinazoline hydrochloride). Isolated yield 39.3%. RXN SMILES: [C:1]([C:3]1[CH:4]=[C:5]2[C:9](=[CH:10][CH:11]=1)[NH:8][C:7](=[O:12])[CH2:6]2)#[N:2].[H-].[Na+].[Cl:15][C:16]1[C:25]2[C:20](=[CH:21][C:22]([O:28][CH2:29][CH2:30][N:31]3[CH2:35][CH2:34][CH2:33][CH2:32]3)=[C:23]([O:26][CH3:27])[CH:24]=2)[N:19]=[CH:18][N:17]=1>CN(C=O)C>[ClH:15].[C:1]([C:3]1[CH:4]=[C:5]2[C:9](=[CH:10][CH:11]=1)[NH:8][C:7](=[O:12])[CH:6]2[C:16]1[C:25]2[C:20](=[CH:21][C:22]([O:28][CH2:29][CH2:30][N:31]3[CH2:35][CH2:34][CH2:33][CH2:32]3)=[C:23]([O:26][CH3:27])[CH:24]=2)[N:19]=[CH:18][N:17]=1)#[N:2] |f:1.2,5.6|. Reported procedure: A solution of 5-cyanooxindole (284 mg, 1.8 mmol), (Tet. Lett., 1987, 28, 4027), in DMF (4 ml) was added dropwise, to sodium hydride (72 mg, 1.8 mmol, prewashed with hexane) in DMF (4 ml) under nitrogen. The mixture was stirred for 15 minutes at ambient temperature and 4-chloro-6-methoxy-7-(2-(pyrrolidin-1-yl)ethoxy)quinazoline (184 mg, 0.6 mmol), (prepared as described for the starting material in Example 28), was added as a solid. The mixture was heated at 60° C. for 45 minutes and then solvent... Starting materials: COC=1C=C2C(=CC1OC)N3[C@@H]4[C@]25CCN6[C@H]5C[C@@H]7[C@H]4[C@H](CC3=O)OCC=C7C6 (brucine), FC=1C=CC2=C(C=CC3=C(S2=O)C=C(C=C3)C(=O)O)C1 (8-fluorodibenzo[b,f]thiepin-3-carboxylic acid-5-oxide). The product is C[C@@H]([C@@H](C=1C=CC=CC1)O)NC (Ephedrine). As a reaction SMILES: CO[C:3]1[CH:4]=[C:5]2[C@@:13]34[C@@H]5C[C@H]6C(CN5CC3)=CCO[C@H]3C[C:23](=O)[N:11]([C@H:12]4[C@@H:20]63)[C:6]2=[CH:7][C:8]=1OC.FC1C=CC2S(=[O:41])C3C=C(C(O)=O)C=CC=3C=CC=2C=1>>[CH3:20][C@H:12]([NH:11][CH3:23])[C@H:13]([OH:41])[C:5]1[CH:4]=[CH:3][CH:8]=[CH:7][CH:6]=1. Procedure: The brucine salt of (+) 7 or 8-fluorodibenzo[b,f]thiepin-3-carboxylic acid-5-oxide.